This data is from the Open Reaction Database (ORD), a public repository of structured organic reaction records. The task is: describe an organic reaction: reactants, conditions, products, and yield Reactants: NC=1C=CC(=CC1O)C (6-amino-m-cresol), C(OC(C)(C)C)(OC(C)(C)C)=O (di-tert-butyl carbonate). Run in C(Cl)Cl (DCM). Conditions: time 18 hour. Yields the product C(C)(C)(C)OC(NC1=C(C=C(C=C1)C)O)=O ((2-Hydroxy-4-methyl-phenyl)-carbamic acid tert-butyl ester). The yield is 100.4%. Reaction SMILES: [NH2:1][C:2]1[CH:3]=[CH:4][C:5]([CH3:9])=[CH:6][C:7]=1[OH:8].[C:10](=O)([O:16]C(C)(C)C)[O:11][C:12]([CH3:15])([CH3:14])[CH3:13]>C(Cl)Cl>[C:12]([O:11][C:10](=[O:16])[NH:1][C:2]1[CH:3]=[CH:4][C:5]([CH3:9])=[CH:6][C:7]=1[OH:8])([CH3:15])([CH3:14])[CH3:13]. Procedure details: To a stirred solution of 6-amino-m-cresol (5 g, 40.6 mmol) in DCM (100 mL) was added di-tert-butyl carbonate (9.4 ml, 40.6 mmol), under an argon atmosphere. The resulting mixture was stirred for 18 h at RT, quenched by addition of a saturated aqueous solution of NaHCO3 and extracted with DCM. The organic phase was washed with a saturated aqueous solution of NaHCO3, dried (Na2SO4), filtered and concentrated to afford 9.1 g of the title compound as a black oil which was used as a crude material. H... The reactants are NC=1C=C(C=CC1)C=1C2CC2C(NN1)=O (2-(m-aminophenyl)-3,4-diaza-bicyclo[4.1.0]hept-2-en-5-one), C(C)(=O)Cl (acetyl chloride). Solvent: C1(=CC=CC=C1)C (toluene). Yields the product C(C)(=O)NC=1C=C(C=CC1)C=1C2CC2C(NN1)=O (2-(m-acetylaminophenyl)-3,4-diaza-bicyclo[4.1.0]hept-2-en-5-one). Isolated yield 40.0%. RXN SMILES: [NH2:1][C:2]1[CH:3]=[C:4]([C:8]2[CH:9]3[CH:11]([C:12](=[O:15])[NH:13][N:14]=2)[CH2:10]3)[CH:5]=[CH:6][CH:7]=1.[C:16](Cl)(=[O:18])[CH3:17]>C1(C)C=CC=CC=1>[C:16]([NH:1][C:2]1[CH:3]=[C:4]([C:8]2[CH:9]3[CH:11]([C:12](=[O:15])[NH:13][N:14]=2)[CH2:10]3)[CH:5]=[CH:6][CH:7]=1)(=[O:18])[CH3:17]. Procedure: 6.0 g (29.8 millimoles) of 2-(m-aminophenyl)-3,4-diaza-bicyclo[4.1.0]hept-2-en-5-one (see Example 33), 3.5 g (44.6 millimoles) of acetyl chloride and 100 ml of anhydrous toluene are kept at 80° C. for 6 hours. The product is filtered off at 10° C., washed first with toluene and then with water, and recrystallized from methanol. 2.9 g (40% of theory) of 2-(m-acetylaminophenyl)-3,4-diaza-bicyclo[4.1.0]hept-2-en-5-one are obtained as almost colorless crystals, of melting point 200°-202° C. Yields the product NC1=CC=C(C=C1)C=1N=C(C2=C(N1)CN(C2)C(=O)OCC)N2[C@H](COCC2)C ((S)-ethyl 2-(4-aminophenyl)-4-(3-methylmorpholino)-5H-pyrrolo[3,4-d]pyrimidine-6(7H)-carboxylate). The yield is 89.5%. Reported procedure: (S)-ethyl 2-chloro-4-(3-methylmorpholino)-5H-pyrrolo[3,4-d]pyrimidine-6(7H)-carboxylate (intermediate 11) (1.0 g, 3.06 mmol), 4-(4,4,5,5-tetramethyl-1,3,2-dioxaborolan-2-yl)aniline (805 mg, 3.67 mmol), Pd(PPh3)2(Cl)2 (107 mg, 0.15 mmol) and Na2CO3 (487 mg, 4.59 mmol) were stirred in CPME/Water/EtOH (14/1/6 mL) under nitrogen for 5 mins, followed by heating at 100° C. overnight. The reaction mixture was then diluted with water and CPME, and precipitate collected by filtration to give 1.05 g of a ... The solvent is O (water), COC1CCCC1 (CPME), COC1CCCC1.O.CCO (CPME Water EtOH). Run at temperature 100 celsius. Starting materials: ClC=1N=C(C2=C(N1)CN(C2)C(=O)OCC)N2[C@H](COCC2)C ((S)-ethyl 2-chloro-4-(3-methylmorpholino)-5H-pyrrolo[3,4-d]pyrimidine-6(7H)-carboxylate), ClC=1N=C(C2=C(N1)CN(C2)C(=O)OCC)N2[C@H](COCC2)C ((S)-ethyl 2-chloro-4-(3-methylmorpholino)-5H-pyrrolo[3,4-d]pyrimidine-6(7H)-carboxylate), CC1(OB(OC1(C)C)C1=CC=C(N)C=C1)C (4-(4,4,5,5-tetramethyl-1,3,2-dioxaborolan-2-yl)aniline), Pd(PPh3)2(Cl)2, C(=O)([O-])[O-].[Na+].[Na+] (Na2CO3). RXN SMILES: Cl[C:2]1[N:3]=[C:4]([N:16]2[CH2:21][CH2:20][O:19][CH2:18][C@@H:17]2[CH3:22])[C:5]2[CH2:10][N:9]([C:11]([O:13][CH2:14][CH3:15])=[O:12])[CH2:8][C:6]=2[N:7]=1.CC1(C)C(C)(C)OB([C:31]2[CH:37]=[CH:36][C:34]([NH2:35])=[CH:33][CH:32]=2)O1.C([O-])([O-])=O.[Na+].[Na+]>COC1CCCC1.O.CCO.O.COC1CCCC1>[NH2:35][C:34]1[CH:36]=[CH:37][C:31]([C:2]2[N:3]=[C:4]([N:16]3[CH2:21][CH2:20][O:19][CH2:18][C@@H:17]3[CH3:22])[C:5]3[CH2:10][N:9]([C:11]([O:13][CH2:14][CH3:15])=[O:12])[CH2:8][C:6]=3[N:7]=2)=[CH:32][CH:33]=1 |f:2.3.4,5.6.7|. Starting materials: CN=C(C=1C(C(=O)O)=C(C=C(C1)[N+](=O)[O-])SCCCCCCCCCC)O (3-n-decylthio-5-nitrophthalic acid N-methylimide), C1(=CC=CC=C1)S(=O)[O-].[Na+] (sodium phenylsulfinate). The solvent is CN(C)C=O (DMF). Yields the product CN=C(C=1C(C(=O)O)=C(C=C(C1)S(=O)(=O)C1=CC=CC=C1)SCCCCCCCCCC)O (3-n-Decylthio-5-phenylsulfonylphthalic acid N-methylimide). As a reaction SMILES: [CH3:1][N:2]=[C:3]([OH:27])[C:4]1[C:5](=[C:9]([S:16][CH2:17][CH2:18][CH2:19][CH2:20][CH2:21][CH2:22][CH2:23][CH2:24][CH2:25][CH3:26])[CH:10]=[C:11]([N+]([O-])=O)[CH:12]=1)[C:6]([OH:8])=[O:7].[C:28]1([S:34]([O-:36])=[O:35])[CH:33]=[CH:32][CH:31]=[CH:30][CH:29]=1.[Na+]>CN(C=O)C>[CH3:1][N:2]=[C:3]([OH:27])[C:4]1[C:5](=[C:9]([S:16][CH2:17][CH2:18][CH2:19][CH2:20][CH2:21][CH2:22][CH2:23][CH2:24][CH2:25][CH3:26])[CH:10]=[C:11]([S:34]([C:28]2[CH:33]=[CH:32][CH:31]=[CH:30][CH:29]=2)(=[O:36])=[O:35])[CH:12]=1)[C:6]([OH:8])=[O:7] |f:1.2|. Procedure: 2.0 g (5.28 mmols) of 3-n-decylthio-5-nitrophthalic acid N-methylimide, 1.73 g (10.57 mmols) of sodium phenylsulfinate and 20 ml of DMF are stirred for 17 hours at 120° C. The mixture is concentrated and the residue is taken up in methylene chloride/dilute hydrochloric acid. The organic phases are washed with saturated NaCl solution, dried over sodium sulfate and evaporated. After recrystallisation from cyclohexane, 1.83 g (73% of theory) of the title imide, with a melting point of 86°-88° C., a... The reactants are Cl (hydrochloric acid), CI (methyl iodide), BrC=1C=NC(=NC1)C(C)(C)C (5-bromo-2-(1,1-dimethylethyl)pyrimidine), Grignard reagent, C(C(=O)OCC)(=O)OCC (diethyl oxalate), N1=CN=CC=C1 (pyrimidine), [Mg] (Magnesium), II (iodine). The solvent is O1CCCC1 (tetrahydrofuran), O1CCCC1 (tetrahydrofuran), O1CCCC1 (tetrahydrofuran). Reaction conditions: time 16 hour. The product is O=C(C(=O)OCC)C=1C=NC(=NC1)C(C)(C)C (ethyl 2-oxo-2-[2-(1,1-dimethylethyl)-pyrimidin-5-yl]-acetate). Isolated yield 55.7%. Reaction SMILES: [Mg].II.Br[C:5]1[CH:6]=[N:7][C:8]([C:11]([CH3:14])([CH3:13])[CH3:12])=[N:9][CH:10]=1.CI.N1C=CC=NC=1.[C:23](OCC)(=[O:29])[C:24]([O:26][CH2:27][CH3:28])=[O:25].Cl>O1CCCC1>[O:29]=[C:23]([C:5]1[CH:6]=[N:7][C:8]([C:11]([CH3:14])([CH3:13])[CH3:12])=[N:9][CH:10]=1)[C:24]([O:26][CH2:27][CH3:28])=[O:25]. Procedure details: Magnesium turnings (1.9 g), a catalytic amount of iodine and dry tetrahydrofuran (50 cm3) were placed in a round-bottomed flask under an atmosphere of dry nitrogen. A portion of a solution of 5-bromo-2-(1,1-dimethylethyl)pyrimidine (15.2 g) in dry tetrahydrofuran (50 cm3) was added to the reaction vessel and the Grignard reaction was initiated by the addition of a small portion of methyl iodide, followed by heating the reaction contents to the reflux temperature. The remainder of the pyrimidine ... Starting materials: ClC1=C(C=CC=C1)C(C(C(CC(=O)C1=CC=CC=C1)=O)C)=O (1-(2-chlorophenyl)-2-methyl-5-phenyl-1,3,5-pentanetrione), CC1=C(N)C=CC=C1 (2-methylaniline), C1(=CC=C(C=C1)S(=O)(=O)O)C (para-toluenesulfonic acid), 5A. Run in C=1(C(=CC=CC1)C)C (xylene). Yields the product ClC1=C(C=CC=C1)C=1N(C(=CC(C1C)=O)C1=CC=CC=C1)C1=C(C=CC=C1)C (2-(2-chlorophenyl)-3-methyl-1-(2-methylphenyl)-6-phenyl-4(1H)-pyridinone), Compound 339. As a reaction SMILES: [Cl:1][C:2]1[CH:7]=[CH:6][CH:5]=[CH:4][C:3]=1[C:8](=O)[CH:9]([CH3:21])[C:10](=[O:20])[CH2:11][C:12]([C:14]1[CH:19]=[CH:18][CH:17]=[CH:16][CH:15]=1)=O.[CH3:23][C:24]1[CH:30]=[CH:29][CH:28]=[CH:27][C:25]=1[NH2:26].C1(C)C=CC(S(O)(=O)=O)=CC=1>C1(C)C(C)=CC=CC=1>[Cl:1][C:2]1[CH:7]=[CH:6][CH:5]=[CH:4][C:3]=1[C:8]1[N:26]([C:25]2[CH:27]=[CH:28][CH:29]=[CH:30][C:24]=2[CH3:23])[C:12]([C:14]2[CH:19]=[CH:18][CH:17]=[CH:16][CH:15]=2)=[CH:11][C:10](=[O:20])[C:9]=1[CH3:21]. Procedure details: In 500 ml of xylene were dissolved 37.7 g (0.012 mole) of 1-(2-chlorophenyl)-2-methyl-5-phenyl-1,3,5-pentanetrione, 38.6 g (0.36 mole) of 2-methylaniline, 22.8 g (0.12 mole) of para-toluenesulfonic acid and 30 g of Molecular Sieves 5A, followed by refluxing the resulting mixture for 8 hours. After cooling, solid matter was filtered off and the organic layer was washed first with 100 ml of 10% hydrochloric acid and then with 100 ml of a 10% aqueous solution of sodium hydroxide. After washing the ...